This data is from the Open Reaction Database (ORD), a public repository of structured organic reaction records. The task is: describe an organic reaction: reactants, conditions, products, and yield The reactants are CCC(NC(=O)OCc1ccccc1)C1(c2ccc(OC)cc2)CCC(Nc2ccc3cnccc3c2)CC1, CO. Yields the product CCC(N)C1(c2ccc(OC)cc2)CCC(Nc2ccc3cnccc3c2)CC1. RXN SMILES: [CH2:1]([O:2][C:3](=[O:4])[NH:10][CH:11]([CH2:12][CH3:13])[C:14]1([c:31]2[cH:32][cH:33][c:34]([O:37][CH3:38])[cH:35][cH:36]2)[CH2:15][CH2:16][CH:17]([NH:20][c:21]2[cH:22][c:23]3[cH:24][cH:25][n:26][cH:27][c:28]3[cH:29][cH:30]2)[CH2:18][CH2:19]1)[c:5]1[cH:6][cH:7][cH:8][cH:9][cH:39]1.[CH3:40][OH:41]>>[NH2:10][CH:11]([CH2:12][CH3:13])[C:14]1([c:31]2[cH:32][cH:33][c:34]([O:37][CH3:38])[cH:35][cH:36]2)[CH2:15][CH2:16][CH:17]([NH:20][c:21]2[cH:22][c:23]3[cH:24][cH:25][n:26][cH:27][c:28]3[cH:29][cH:30]2)[CH2:18][CH2:19]1. The reactants are C(=O)[O-].[K+] (potassium formate), C1(O)=CC=C(O)C=C1 (hydroquinone), C(=O)=O (CO2), C(=O)=O (CO2), C([O-])([O-])=O.[K+].[K+] (potassium carbonate). Run in O (water). Product: OC1=C(C(=O)[O-])C=C(C(=C1)C(=O)[O-])O.[K+].[K+] (dipotassium 2,5-dihydroxyterephthalate). Isolated yield 87.0%. Reaction SMILES: [CH:1]([O-:3])=[O:2].[K+:4].[C:5](=[O:7])=[O:6].C(=O)([O-])[O-].[K+].[K+].[C:14]1([CH:21]=[CH:20][C:18]([OH:19])=[CH:17][CH:16]=1)[OH:15]>O>[OH:15][C:14]1[CH:21]=[C:20]([C:5]([O-:7])=[O:6])[C:18]([OH:19])=[CH:17][C:16]=1[C:1]([O-:3])=[O:2].[K+:4].[K+:4] |f:0.1,3.4.5,8.9.10|. Procedure: In a glass reactor having a bottom outlet and equipped with a spiral-shaped stirrer and a thermocouple potassium formate (329 g) was melted under vacuum. When the temperature of the melt reached 190° C., the reactor was aerated with CO2 and potassium carbonate (125.04 g, 0.906 mole) and hydroquinone (80.06 g, 0.728 mole) were added to the melt. The reaction mixture was stirred at 200° C. under 1.5 bar CO2 for four and one-half hours. Then 250 ml of water were added to the reaction mixture, and t... Starting materials: ClCCCC(=O)N1C2=C(N(C(C3=C1C=CC=C3)=O)C)C=CC=N2 (11-(4-chlorobutyryl)-5,11-dihydro-5-methyl-6H-pyrido-[2,3-b][1,4]benzodiazepin-6-one), C(C)NCC (diethylamine). Run in CN(C=O)C (dimethylformamide). Product: Cl.C(C)N(CCCC(=O)N1C2=C(N(C(C3=C1C=CC=C3)=O)C)C=CC=N2)CC (11-[4-(Diethylamino)butyryl]-5,11-dihydro-5-methyl-6H-pyrido-[2,3-b][1,4]benzodiazepin-6-one hydrochloride). The yield is 54.0%. RXN SMILES: [Cl:1][CH2:2][CH2:3][CH2:4][C:5]([N:7]1[C:13]2[CH:14]=[CH:15][CH:16]=[CH:17][C:12]=2[C:11](=[O:18])[N:10]([CH3:19])[C:9]2[CH:20]=[CH:21][CH:22]=[N:23][C:8]1=2)=[O:6].[CH2:24]([NH:26][CH2:27][CH3:28])[CH3:25]>CN(C)C=O>[ClH:1].[CH2:24]([N:26]([CH2:27][CH3:28])[CH2:2][CH2:3][CH2:4][C:5]([N:7]1[C:13]2[CH:14]=[CH:15][CH:16]=[CH:17][C:12]=2[C:11](=[O:18])[N:10]([CH3:19])[C:9]2[CH:20]=[CH:21][CH:22]=[N:23][C:8]1=2)=[O:6])[CH3:25] |f:3.4|. Reported procedure: 4.3 gm of 11-(4-chlorobutyryl)-5,11-dihydro-5-methyl-6H-pyrido-[2,3-b][1,4]benzodiazepin-6-one and 1.9 gm of diethylamine were allowed to stand in 70 ml of dimethylformamide for 3 weeks at room temperature. Then the reaction mixture was evaporated in vacuo to dryness, and the residue was recrystallized from isopropanol. The hydrochloride, M.p.: 233°-235° C., was obtained. Reactants: C[Si](Cl)(C1=C(C=CC=2C3=CC=C(C=C3CC12)C(C)(C)C)C(C)(C)C)C (Dimethyl(2,7-di-tert-butylfluorenyl)chlorosilane), solution, C(CCC)[Li] (butyllithium), C1=CC=CC1 (cyclopentadiene). Conditions: time 2 hour. Isolated yield 52.3%. Run in O (H2O), O=O (O2), O (H2O), CCCCCC (hexane), O=O (O2), O (H2O). Reported procedure: 8.5 ml (21 mmol) of a 2.5M solution of butyllithium in hexane were added dropwise to 1.4 g (21 mmol) of cyclopentadiene in 45 ml of O2 -free and H2O-free THF at 0° C. under argon and the mixture was stirred for a further 2 hours at room temperature. This solution was subsequently added at room temperature to a solution of 7.9 g (21 mmol) of 2 in 100 ml of O2 -free and H2O-free THF over a period of 2 hours and the mixture was stirred for a further 1 hour at room temperature. 50 ml of H2O were add... Yields the product C[Si](C1C=CC=C1)(C1=C(C=CC=2C3=CC=C(C=C3CC12)C(C)(C)C)C(C)(C)C)C (Dimethyl(2,7-di-tert-butylfluorenyl)cyclopentadienylsilane). RXN SMILES: C([Li])CCC.[CH:6]1[CH2:10][CH:9]=[CH:8][CH:7]=1.[CH3:11][Si:12]([CH3:35])([C:14]1[C:26]2[CH2:25][C:24]3[C:19](=[CH:20][CH:21]=[C:22]([C:27]([CH3:30])([CH3:29])[CH3:28])[CH:23]=3)[C:18]=2[CH:17]=[CH:16][C:15]=1[C:31]([CH3:34])([CH3:33])[CH3:32])Cl>CCCCCC.O=O.O>[CH3:11][Si:12]([CH3:35])([C:14]1[C:26]2[CH2:25][C:24]3[C:19](=[CH:20][CH:21]=[C:22]([C:27]([CH3:28])([CH3:29])[CH3:30])[CH:23]=3)[C:18]=2[CH:17]=[CH:16][C:15]=1[C:31]([CH3:34])([CH3:33])[CH3:32])[CH:7]1[CH:6]=[CH:10][CH:9]=[CH:8]1.